This data is from the Open Reaction Database (ORD), a public repository of structured organic reaction records. The task is: describe an organic reaction: reactants, conditions, products, and yield Starting materials: C(C)(=O)O[BH-](OC(C)=O)OC(C)=O.[Na+] (sodium triacetoxyborohydride), C(C)(=O)O[BH-](OC(C)=O)OC(C)=O.[Na+] (sodium triacetoxyborohydride), C(C)(=O)C=1C=CC=2C3=C(NC2C1)C(=NN=C3C3=C(C(=CC=C3)N)C)C(=O)N (7-acetyl-1-(3-amino-2-methylphenyl)-5H-pyridazino[4,5-b]indole-4-carboxamide), C(=O)C1=C(C(=O)O)C=C(C=C1)OC (2-formyl-5-methoxybenzoic acid), C(C)(=O)O[BH-](OC(C)=O)OC(C)=O.[Na+] (sodium triacetoxyborohydride), C(C)(=O)O (acetic acid). Solvent: ClCCl (dichloromethane), O1CCCC1 (tetrahydrofuran). Run at time 3 hour. Product: C(C)(=O)C=1C=CC=2C3=C(NC2C1)C(=NN=C3C=3C(=C(C=CC3)NC(=O)C3=C(C(=O)O)C=CC(=C3)OC)C)C(N)=O (2-(3-(7-Acetyl-4-carbamoyl-5H-pyridazino [4,5-b]indol-1-yl)-2-methylphenylcarbamoyl)-4-methoxybenzoic acid). Reaction SMILES: [C:1]([C:4]1[CH:5]=[CH:6][C:7]2[C:8]3[C:16]([C:17]4[CH:22]=[CH:21][CH:20]=[C:19]([NH2:23])[C:18]=4[CH3:24])=[N:15][N:14]=[C:13]([C:25]([NH2:27])=[O:26])[C:9]=3[NH:10][C:11]=2[CH:12]=1)(=[O:3])[CH3:2].[CH:28]([C:30]1[CH:38]=[CH:37][C:36]([O:39][CH3:40])=[CH:35][C:31]=1[C:32]([OH:34])=O)=[O:29].C(O[BH-](OC(=O)C)OC(=O)C)(=[O:43])C.[Na+].C(O)(=O)C>ClCCl.O1CCCC1>[C:1]([C:4]1[CH:5]=[CH:6][C:7]2[C:8]3[C:16]([C:17]4[C:18]([CH3:24])=[C:19]([NH:23][C:32]([C:31]5[CH:35]=[C:36]([O:39][CH3:40])[CH:37]=[CH:38][C:30]=5[C:28]([OH:29])=[O:43])=[O:34])[CH:20]=[CH:21][CH:22]=4)=[N:15][N:14]=[C:13]([C:25](=[O:26])[NH2:27])[C:9]=3[NH:10][C:11]=2[CH:12]=1)(=[O:3])[CH3:2] |f:2.3|. Procedure: A mixture of 7-acetyl-1-(3-amino-2-methylphenyl)-5H-pyridazino[4,5-b]indole-4-carboxamide (0.250 g, crude product from the previous step), 2-formyl-5-methoxybenzoic acid (0.251 g, 1.391 mmol), sodium triacetoxyborohydride (0.442 g, 2.087 mmol), and acetic acid (0.100 mL, 1.739 mmol) in dichloromethane (18 mL) and tetrahydrofuran (18 mL) was stirred at room temperature for 3 hr. Additional sodium triacetoxyborohydride (0.442 g, 2.087 mmol) was added and the reaction mixture was stirred at rt. Thr... Starting materials: COC=1C=C(C=C(C1)OC)C=1C=C2C(=NC1)C(=NN2)I (6-(3,5-dimethoxyphenyl)-3-iodo-1H-pyrazolo[4,3-b]pyridine), O1CCCC=C1 (dihydropyran), CS(=O)(=O)O (methanesulfonic acid). Run in C(Cl)Cl (methylene chloride), O1CCCC1 (tetrahydrofuran). Reaction conditions: temperature 50 celsius, time 3 hour. Product: COC=1C=C(C=C(C1)OC)C=1C=C2C(=NC1)C(=NN2C2OCCCC2)I (6-(3,5-dimethoxyphenyl)-3-iodo-1-(tetrahydro-2H-pyran-2-yl)-1H-pyrazolo[4,3-b]pyridine). Isolated yield 91.0%. RXN SMILES: [CH3:1][O:2][C:3]1[CH:4]=[C:5]([C:11]2[CH:12]=[C:13]3[NH:19][N:18]=[C:17]([I:20])[C:14]3=[N:15][CH:16]=2)[CH:6]=[C:7]([O:9][CH3:10])[CH:8]=1.[O:21]1[CH:26]=[CH:25][CH2:24][CH2:23][CH2:22]1.CS(O)(=O)=O>C(Cl)Cl.O1CCCC1>[CH3:10][O:9][C:7]1[CH:6]=[C:5]([C:11]2[CH:12]=[C:13]3[N:19]([CH:22]4[CH2:23][CH2:24][CH2:25][CH2:26][O:21]4)[N:18]=[C:17]([I:20])[C:14]3=[N:15][CH:16]=2)[CH:4]=[C:3]([O:2][CH3:1])[CH:8]=1. Reported procedure: A mixture of 6-(3,5-dimethoxyphenyl)-3-iodo-1H-pyrazolo[4,3-b]pyridine (0.54 g, 1.4 μmmol), dihydropyran (0.39 mL, 4.2 mmol) and methanesulfonic acid (18 μL, 0.28 mmol) in methylene chloride (6 mL) and tetrahydrofuran (2 mL) in a sealed reaction vial was stirred at 50° C. for 3 h. After cooling it was concentrated under reduced pressure. The residue was purified by flash chromatography on a silica gel column with ethyl acetate in hexanes (0-50%) to afford the desired product (0.60 g). LCMS (M+H)... Reactants: COc1ccccc1C(=O)Cl, CCN(CC)c1cc(N)c([N+](=O)[O-])cc1[N+](=O)[O-], O, c1ccncc1. Product: CCN(CC)c1cc(NC(=O)c2ccccc2OC)c([N+](=O)[O-])cc1[N+](=O)[O-]. RXN SMILES: [CH3:19][O:20][c:21]1[c:22]([C:23](=[O:24])[Cl:25])[cH:26][cH:27][cH:28][cH:29]1.[NH2:1][c:2]1[cH:3][c:4]([N:14]([CH2:15][CH3:16])[CH2:17][CH3:18])[c:5]([N+:11](=[O:12])[O-:13])[cH:6][c:7]1[N+:8](=[O:9])[O-:10].[OH2:30].[cH:31]1[cH:32][cH:33][n:34][cH:35][cH:36]1>>[NH:1]([c:2]1[cH:3][c:4]([N:14]([CH2:15][CH3:16])[CH2:17][CH3:18])[c:5]([N+:11](=[O:12])[O-:13])[cH:6][c:7]1[N+:8](=[O:9])[O-:10])[C:23]([c:22]1[c:21]([O:20][CH3:19])[cH:29][cH:28][cH:27][cH:26]1)=[O:24]. Reactants: CC1=C(C=C(N)C=C1)NC1=NC=NC(=C1)C=1C=NC=NC1 (4-methyl-3-[6-(5-pyrimidinyl)pyrimidin-4-ylamino]aniline), Cl.Cl.CN1CCN(CC1)CC1=C(C=C(C(=O)Cl)C=C1)C(F)(F)F (4-(4-methylpiperazin-1-ylmethyl)-3-trifluoromethylbenzoyl chloride dihydrochloride). Run at time 17 hour. Product: CN1CCN(CC1)CC1=C(C=C(C(=O)NC2=CC(=C(C=C2)C)NC2=NC=NC(=C2)C=2C=NC=NC2)C=C1)C(F)(F)F (4-(1-methylpiperazin-4-ylmethyl)-3-trifluoromethyl-N-{4-methyl-3-[6-(5-pyrimidinyl)pyrimidin-4-ylamino]phenyl}benzamide). RXN SMILES: [CH3:1][C:2]1[CH:8]=[CH:7][C:5]([NH2:6])=[CH:4][C:3]=1[NH:9][C:10]1[CH:15]=[C:14]([C:16]2[CH:17]=[N:18][CH:19]=[N:20][CH:21]=2)[N:13]=[CH:12][N:11]=1.Cl.Cl.[CH3:24][N:25]1[CH2:30][CH2:29][N:28]([CH2:31][C:32]2[CH:40]=[CH:39][C:35]([C:36](Cl)=[O:37])=[CH:34][C:33]=2[C:41]([F:44])([F:43])[F:42])[CH2:27][CH2:26]1>>[CH3:24][N:25]1[CH2:26][CH2:27][N:28]([CH2:31][C:32]2[CH:40]=[CH:39][C:35]([C:36]([NH:6][C:5]3[CH:7]=[CH:8][C:2]([CH3:1])=[C:3]([NH:9][C:10]4[CH:15]=[C:14]([C:16]5[CH:17]=[N:18][CH:19]=[N:20][CH:21]=5)[N:13]=[CH:12][N:11]=4)[CH:4]=3)=[O:37])=[CH:34][C:33]=2[C:41]([F:44])([F:42])[F:43])[CH2:29][CH2:30]1 |f:1.2.3|. Procedure: This compound was prepared in the same manner as in Example 1, except that 4-methyl-3-[6-(5-pyrimidinyl)pyrimidin-4-ylamino]aniline (Reference Example 21) and 4-(4-methylpiperazin-1-ylmethyl)-3-trifluoromethylbenzoyl chloride dihydrochloride (Reference Example 2) were used, and that the reaction was conducted at room temperature for 17 hours and the resulting crude crystals were washed with ethyl acetate. Yields the product CCOC(=O)C1(c2ccc(-c3ccc(-c4onc(C)c4CCO)cc3)cc2)CC1. Starting materials: Cc1noc(-c2ccc(Br)cc2)c1CCO, CCOC(=O)C1(c2ccc(B3OC(C)(C)C(C)(C)O3)cc2)CC1. Reaction SMILES: [Br:1][c:2]1[cH:3][cH:4][c:5](-[c:8]2[c:9]([CH2:14][CH2:15][OH:16])[c:10]([CH3:13])[n:11][o:12]2)[cH:6][cH:7]1.[CH2:17]([CH3:18])[O:19][C:20](=[O:21])[C:22]1([c:25]2[cH:26][cH:27][c:28]([B:31]3[O:32][C:33]([CH3:34])([CH3:35])[C:36]([CH3:37])([CH3:38])[O:39]3)[cH:29][cH:30]2)[CH2:23][CH2:24]1>>[c:2]1(-[c:28]2[cH:27][cH:26][c:25]([C:22]3([C:20]([O:19][CH2:17][CH3:18])=[O:21])[CH2:23][CH2:24]3)[cH:30][cH:29]2)[cH:3][cH:4][c:5](-[c:8]2[c:9]([CH2:14][CH2:15][OH:16])[c:10]([CH3:13])[n:11][o:12]2)[cH:6][cH:7]1. The reactants are C(#N)C=1C=C(C(=O)N2CSC3=C2C=CC=C3)C=C(C1OC)C(F)(F)F (3-(3-cyano-4-methoxy-5-trifluoromethylbenzoyl)-2,3-dihydro-1,3-benzothiazole), ClC1=CC(=CC=C1)C(=O)OO (metachloroperbenzoic acid). The solvent is C(Cl)(Cl)Cl (chloroform). Run at temperature 0 celsius, time 5 minute. Yields the product C(#N)C=1C=C(C(=O)N2CS(C3=C2C=CC=C3)=O)C=C(C1OC)C(F)(F)F (3-(3-cyano-4-methoxy-5-trifluoromethylbenzoyl)-1-oxo-2,3-dihydro-1,3-benzothiazole). Isolated yield 99.8%. Reaction SMILES: [C:1]([C:3]1[CH:4]=[C:5]([CH:17]=[C:18]([C:22]([F:25])([F:24])[F:23])[C:19]=1[O:20][CH3:21])[C:6]([N:8]1[C:12]2[CH:13]=[CH:14][CH:15]=[CH:16][C:11]=2[S:10][CH2:9]1)=[O:7])#[N:2].ClC1C=CC=C(C(OO)=[O:34])C=1>C(Cl)(Cl)Cl>[C:1]([C:3]1[CH:4]=[C:5]([CH:17]=[C:18]([C:22]([F:25])([F:24])[F:23])[C:19]=1[O:20][CH3:21])[C:6]([N:8]1[C:12]2[CH:13]=[CH:14][CH:15]=[CH:16][C:11]=2[S:10](=[O:34])[CH2:9]1)=[O:7])#[N:2]. Procedure: 3-(3-cyano-4-methoxy-5-trifluoromethylbenzoyl)-2,3-dihydro-1,3-benzothiazole (594 mg) was dissolved in chloroform (10 mL), and 70% metachloroperbenzoic acid (433 mg) was added to the solution, and then the mixture was stirred at 0° C. for 5 minutes. The organic solvent was distilled off under reduced pressure, and then 1N sodium hydroxide was added and the precipitated crystal was washed with 1N sodium hydroxide and water to obtain the title compound (619 mg) as a colorless crystal.